From a dataset of the Open Reaction Database (ORD), a public repository of structured organic reaction records. describe an organic reaction: reactants, conditions, products, and yield Procedure details: Similarly prepared, but starting with 3-fluoro-1,4-dimethoxybenzene, and using hydrogenation with Pd/C in step 4 instead of DAST, was 5-(5-Fluoro-2-isopropyl-4-methoxy-phenoxy)-pyrimidine-2,4-diamine (0.778 g, 42%); mp (HCl salt)=239-241° C.; [MH]+=293. The reagents and catalysts are [Pd] (Pd/C). Product: ClC=1C=C(C(=C(OC=2C(=NC(=NC2)N)N)C1)C(C)(C)F)OC (5-[5-Chloro-2-(1-fluoro-1-methyl-ethyl)-methoxy-phenoxy]-pyrimidine-2,4-diamine). Reactants: FC=1C=C(C=CC1OC)OC (3-fluoro-1,4-dimethoxybenzene), Cl (HCl), CCN(CC)S(F)(F)F (DAST), FC=1C(=CC(=C(OC=2C(=NC(=NC2)N)N)C1)C(C)C)OC (5-(5-Fluoro-2-isopropyl-4-methoxy-phenoxy)-pyrimidine-2,4-diamine). RXN SMILES: FC1C=C(OC)C=C[C:7]=1[O:8]C.CCN(S(F)(F)[F:18])CC.F[C:22]1[C:23](OC)=[CH:24][C:25]([CH:37]([CH3:39])[CH3:38])=[C:26]([CH:36]=1)[O:27][C:28]1[C:29]([NH2:35])=[N:30][C:31]([NH2:34])=[N:32][CH:33]=1.[ClH:42]>[Pd]>[Cl:42][C:22]1[CH:23]=[C:24]([O:8][CH3:7])[C:25]([C:37]([F:18])([CH3:38])[CH3:39])=[C:26]([CH:36]=1)[O:27][C:28]1[C:29]([NH2:35])=[N:30][C:31]([NH2:34])=[N:32][CH:33]=1. The reactants are S(=O)(Cl)Cl (Thionyl chloride), CN(C)C=O (DMF), C1(=CC=CC=C1)N1N=C2C(NC=3C=CC=CC3C2=C1CCC1CCNCC1)=O (2-phenyl-1-(2-piperidin-4-ylethyl)-2,5-dihydro-4H-pyrazolo[3,4-c]quinolin-4-one), ClCCl (dichloromethane). The solvent is C(C)#N (acetonitrile), C(C)#N (acetonitrile). Reaction conditions: temperature 0 celsius, time 5 minute. Yields the product ClC1=NC=2C=CC=CC2C=2C1=NN(C2CCC2CCNCC2)C2=CC=CC=C2 (4-chloro-2-phenyl-1-(2-piperidin-4-ylethyl)-2H-pyrazolo[3,4-c]quinoline). Reaction SMILES: S(Cl)(Cl)=O.CN(C=O)C.[C:10]1([N:16]2[C:28]([CH2:29][CH2:30][CH:31]3[CH2:36][CH2:35][NH:34][CH2:33][CH2:32]3)=[C:27]3[C:18]([C:19](=O)[NH:20][C:21]4[CH:22]=[CH:23][CH:24]=[CH:25][C:26]=43)=[N:17]2)[CH:15]=[CH:14][CH:13]=[CH:12][CH:11]=1.[Cl:38]CCl>C(#N)C>[Cl:38][C:19]1[C:18]2=[N:17][N:16]([C:10]3[CH:15]=[CH:14][CH:13]=[CH:12][CH:11]=3)[C:28]([CH2:29][CH2:30][CH:31]3[CH2:32][CH2:33][NH:34][CH2:35][CH2:36]3)=[C:27]2[C:26]2[CH:25]=[CH:24][CH:23]=[CH:22][C:21]=2[N:20]=1. Procedure: Thionyl chloride (1.0 mL) and DMF (1.0 mL) were combined and added dropwise to a mixture of 2-phenyl-1-(2-piperidin-4-ylethyl)-2,5-dihydro-4H-pyrazolo[3,4-c]quinolin-4-one (200 mg, 0.537 mmol) and dichloromethane (10 mL) at 0° C. The resulting suspension was stirred 5 minutes at 0° C. before warming to ambient temperature and stirring 55 minutes. The suspension was concentrated under reduced pressure to afford a light yellow oil that was stirred in acetonitrile and filtered to obtain a white sol... Reactants: Brc1ccc(Br)s1, [Li]C(C)(C)C, CCOC(C)=O, CCCCC, [Cl-], [NH4+], O=C1CCCCC1, C1CCOC1. Yields the product OC1(c2ccc(Br)s2)CCCCC1. RXN SMILES: [Br:11][c:12]1[s:13][c:14]([Br:17])[cH:15][cH:16]1.[C:1]([Li:2])([CH3:3])([CH3:4])[CH3:5].[CH3:32][CH2:33][O:34][C:35](=[O:36])[CH3:37].[CH3:6][CH2:7][CH2:8][CH2:9][CH3:10].[Cl-:30].[NH4+:31].[O:18]=[C:19]1[CH2:20][CH2:21][CH2:22][CH2:23][CH2:24]1.[O:25]1[CH2:26][CH2:27][CH2:28][CH2:29]1>>[Br:11][c:12]1[s:13][c:14]([C:19]2([OH:18])[CH2:20][CH2:21][CH2:22][CH2:23][CH2:24]2)[cH:15][cH:16]1.